From a dataset of the Open Reaction Database (ORD), a public repository of structured organic reaction records. describe an organic reaction: reactants, conditions, products, and yield Starting materials: BrC(C(=O)C=1C=CC2=C(NC(C(O2)C)=O)C1)C (6-(2-bromopropionyl)-2-methyl-3-oxo-3,4-dihydro-2H-1,4-benzoxazine), NC1=NC=CC=N1 (2-aminopyrimidine). The product is CC1=C(N=C2N1C=CC=N2)C=2C=CC1=C(NC(C(O1)C)=O)C2 (6-(3-Methyl-imidazo[1,2-a]pyrimidin-2-yl)-2-methyl-3-oxo-3,4-dihydro-2H-1,4-benzoxazine). Isolated yield 37.1%. As a reaction SMILES: Br[CH:2]([CH3:17])[C:3]([C:5]1[CH:6]=[CH:7][C:8]2[O:13][CH:12]([CH3:14])[C:11](=[O:15])[NH:10][C:9]=2[CH:16]=1)=O.[NH2:18][C:19]1[N:24]=[CH:23][CH:22]=[CH:21][N:20]=1>>[CH3:17][C:2]1[N:20]2[CH:21]=[CH:22][CH:23]=[N:24][C:19]2=[N:18][C:3]=1[C:5]1[CH:6]=[CH:7][C:8]2[O:13][CH:12]([CH3:14])[C:11](=[O:15])[NH:10][C:9]=2[CH:16]=1. Procedure details: 6-(3-Methyl-imidazo[1,2-a]pyrimidin-2-yl)-2-methyl-3-oxo-3,4-dihydro-2H-1,4-benzoxazine (1.1 g) was prepared in substantially the same manner as that of Example 16 from 6-(2-bromopropionyl)-2-methyl-3-oxo-3,4-dihydro-2H-1,4-benzoxazine (3.0 g) and 2-aminopyrimidine (2.9 g). mp. 288°-290° C. (dec.).